The task is: describe an organic reaction: reactants, conditions, products, and yield. This data is from the Open Reaction Database (ORD), a public repository of structured organic reaction records. The reactants are 25.2, C=C1CC(=O)O1 (diketene), BrC(Cl)(Cl)Cl (bromotrichloromethane), N(=NC(C#N)(C)C)C(C#N)(C)C (azobisisobutyronitrile), C(Cl)(Cl)(Cl)Cl (carbon tetrachloride). RXN SMILES: [CH2:1]=[C:2]1[O:6][C:4](=[O:5])[CH2:3]1.[Br:7]C(Cl)(Cl)Cl.N(C(C)(C)C#N)=NC(C)(C)C#N.[C:24]([Cl:28])(Cl)([Cl:26])[Cl:25]>>[Br:7][C:2]1([CH2:1][C:24]([Cl:28])([Cl:26])[Cl:25])[O:6][C:4](=[O:5])[CH2:3]1. Product: BrC1(CC(O1)=O)CC(Cl)(Cl)Cl (4-bromo-4-(2,2,2-trichloroethyl)-oxetan-2-one). Procedure: A mixture of 25.2 parts of diketene, 62.7 parts of bromotrichloromethane and 1.5 parts of azobisisobutyronitrile dissolved in 978 parts of carbon tetrachloride was irradiated by UV light at room temperature (20°-25° C.) for 5 hours. The mixture was evaporated at the water pump and the product, 4-bromo-4-(2,2,2-trichloroethyl)-oxetan-2-one, was obtained as a yellow oil which crystallised on cooling. Recrystallisation of this material three times from light petroleum ether (b.p. 40°-60° C.) gave w... The reactants are CCN[C@H]1C[C@@H](S(=O)(=O)C2=C1C=C(S2)S(=O)(=O)N)C (Dorzolamide), ( II ), C1(=CC=C(C=C1)C(=O)[C@]([C@](C(=O)O)(O)C(=O)C1=CC=C(C=C1)C)(O)C(=O)O)C ((−)-di-p-toluoyl-L-tartaric acid). Run in CC(C)O (2-propanol). Reaction conditions: temperature 20 celsius. Product: CCN[C@H]1C[C@@H](S(=O)(=O)C2=C1C=C(S2)S(=O)(=O)N)C.C(=O)([O-])C(O)C(O)C(=O)[O-] (Dorzolamide tartrate). Reaction SMILES: [CH3:1][CH2:2][NH:3][C@@H:4]1[C:11]2[CH:12]=[C:13]([S:15]([NH2:18])(=[O:17])=[O:16])[S:14][C:10]=2[S:7](=[O:9])(=[O:8])[C@@H:6]([CH3:19])[CH2:5]1.C1(C)C=CC(C([C@@:28]([C:44]([OH:46])=[O:45])([OH:43])[C@@:29](C(C2C=CC(C)=CC=2)=O)([OH:33])[C:30]([OH:32])=[O:31])=O)=CC=1>CC(O)C>[CH3:1][CH2:2][NH:3][C@@H:4]1[C:11]2[CH:12]=[C:13]([S:15]([NH2:18])(=[O:17])=[O:16])[S:14][C:10]=2[S:7](=[O:8])(=[O:9])[C@@H:6]([CH3:19])[CH2:5]1.[C:30]([CH:29]([CH:28]([C:44]([O-:46])=[O:45])[OH:43])[OH:33])([O-:32])=[O:31] |f:3.4|. Procedure: Dorzolamide trans racemate of formula (II) (0.8 g) and (−)-di-p-toluoyl-L-tartaric acid (0.22 g) were dissolved in refluxing 2-propanol (45 mL). The so obtained solution was distilled at normal pressure up to a final volume of 20 mL. The resulting suspension was stirred at refluxing temperature further 2 hours and then cooled to 20° C. over 7 hours. The solid was isolated by vacuum filtration washing with 2-propanol (4 mL) and then dried in vacuum oven at 40° C. to give Dorzolamide tartrate (1st... Reactants: Cl.N1=CC=CC=C1 (pyridine hydrochloride), FC1=CC=C(C=C1)[C@@H]1COC2=CC(=CC=C2[C@H]1C1=CC=C(C=C1)OCCN1CCCC1)OC ((±)-trans-3-(4-fluorophenyl)-7-methoxy-4-(4-(2-pyrrolidinoethoxy)phenyl)-chromane). Solvent: CO (methanol), O (water), C(O)([O-])=O.[Na+] (sodium hydrogen carbonate). Reaction conditions: temperature 135 celsius. The product is OC1=CC=C2[C@H]([C@@H](COC2=C1)C1=CC=C(C=C1)F)C1=CC=C(C=C1)OCCN1CCCC1 ((±)-trans-7-Hydroxy-3-(4-fluorophenyl)-4-(4-(2-pyrrolidinoethoxy)phenyl)-chromane). Reaction SMILES: Cl.N1C=CC=CC=1.[F:8][C:9]1[CH:14]=[CH:13][C:12]([C@H:15]2[C@H:24]([C:25]3[CH:30]=[CH:29][C:28]([O:31][CH2:32][CH2:33][N:34]4[CH2:38][CH2:37][CH2:36][CH2:35]4)=[CH:27][CH:26]=3)[C:23]3[C:18](=[CH:19][C:20]([O:39]C)=[CH:21][CH:22]=3)[O:17][CH2:16]2)=[CH:11][CH:10]=1>CO.O.C(=O)([O-])O.[Na+]>[OH:39][C:20]1[CH:19]=[C:18]2[C:23]([C@@H:24]([C:25]3[CH:30]=[CH:29][C:28]([O:31][CH2:32][CH2:33][N:34]4[CH2:35][CH2:36][CH2:37][CH2:38]4)=[CH:27][CH:26]=3)[C@H:15]([C:12]3[CH:11]=[CH:10][C:9]([F:8])=[CH:14][CH:13]=3)[CH2:16][O:17]2)=[CH:22][CH:21]=1 |f:0.1,5.6|. Reported procedure: A mixture of anhydrous pyridine hydrochloride (0.289 g, 2.50 mmol) and (±)-trans-3-(4-fluorophenyl)-7-methoxy-4-(4-(2-pyrrolidinoethoxy)phenyl)-chromane (0.11 g, 0.25 mmol) was heated to 135° C. for 18 h. The resulting dark brown solid was dissolved in a mixture of methanol (10 ml), water (50 ml) and sodium hydrogen carbonate solution (5 ml), and the product extracted into 9:1 dichloromethane /methanol (3×50 ml). The combined extracts were washed with brine, dried over magnesium sulfate and evap... Starting materials: O=C(Cl)OCC1c2ccccc2-c2ccccc21, O=C(O)C1CCN1, [Na+], [Na+], O=C([O-])[O-], C1COCCO1, O. Yields the product O=C(O)C1CCN1C(=O)OCC1c2ccccc2-c2ccccc21. As a reaction SMILES: [Cl:14][C:15](=[O:16])[O:17][CH2:18][CH:19]1[c:20]2[cH:21][cH:22][cH:23][cH:24][c:25]2-[c:26]2[cH:27][cH:28][cH:29][cH:30][c:31]21.[NH:1]1[CH:2]([C:5](=[O:6])[OH:7])[CH2:3][CH2:4]1.[Na+:8].[Na+:9].[O-:10][C:11](=[O:12])[O-:13].[O:33]1[CH2:34][CH2:35][O:36][CH2:37][CH2:38]1.[OH2:32]>>[N:1]1([C:15](=[O:16])[O:17][CH2:18][CH:19]2[c:20]3[cH:21][cH:22][cH:23][cH:24][c:25]3-[c:26]3[cH:27][cH:28][cH:29][cH:30][c:31]32)[CH:2]([C:5](=[O:6])[OH:7])[CH2:3][CH2:4]1.